From a dataset of the Open Reaction Database (ORD), a public repository of structured organic reaction records. describe an organic reaction: reactants, conditions, products, and yield Starting materials: C, CS(=O)(=O)OC1CCN(Cc2ccccc2)C1, CCO, Cl, [H][H], [Pd]. The product is Cl, CS(=O)(=O)OC1CCNC1. As a reaction SMILES: [C:21].[CH2:1]([c:2]1[cH:3][cH:4][cH:5][cH:6][cH:7]1)[N:8]1[CH2:9][CH:10]([O:13][S:14](=[O:15])(=[O:16])[CH3:17])[CH2:11][CH2:12]1.[CH3:23][CH2:24][OH:25].[ClH:18].[H:19][H:20].[Pd:22]>>[ClH:18].[NH:8]1[CH2:9][CH:10]([O:13][S:14](=[O:15])(=[O:16])[CH3:17])[CH2:11][CH2:12]1. The reactants are NC1=C(C=CC=C1)O (2-aminophenol), C(=C)C(=O)C (methyl vinyl ketone), [OH-].[Na+] (sodium hydroxide). The solvent is Cl (hydrochloric acid). Yields the product CC1=CC=NC2=C(C=CC=C12)O (4-Methyl-8-quinolinol). Isolated yield 13.3%. As a reaction SMILES: [NH2:1][C:2]1[CH:7]=[CH:6][CH:5]=[CH:4][C:3]=1[OH:8].[CH:9]([C:11]([CH3:13])=O)=[CH2:10].[OH-].[Na+]>Cl>[CH3:13][C:11]1[C:7]2[C:2](=[C:3]([OH:8])[CH:4]=[CH:5][CH:6]=2)[N:1]=[CH:10][CH:9]=1 |f:2.3|. Procedure: A solution of 100 ml of concentrated hydrochloric acid, 27.3 g (250 mmol) of 2-aminophenol and 41 ml (500 mmol, 2 eq.) of methyl vinyl ketone was heated to 110°-120° C. for 18 hours. The reaction was cooled, poured onto crushed ice, brought to pH 7 using 10N sodium hydroxide and extracted with ethyl acetate. The organic layers were washed with water, brine, dried (magnesium sulfate) and concentrated in vacuo. Purification by flash chromatography (silica gel, 1:2 ethyl acetate/petroleum ether) an...